Dataset: the Open Reaction Database (ORD), a public repository of structured organic reaction records. Task: describe an organic reaction: reactants, conditions, products, and yield Reactants: COc1cc2nccc(Sc3ccc(N)s3)c2cc1OC, CCOC(C)=O, CN(C)C=O, O=C=Nc1ccccc1, O. Yields the product COc1cc2nccc(Sc3ccc(NC(=O)Nc4ccccc4)s3)c2cc1OC. RXN SMILES: [CH3:1][O:2][c:3]1[cH:4][c:5]2[c:6]([S:15][c:16]3[cH:17][cH:18][c:19]([NH2:21])[s:20]3)[cH:7][cH:8][n:9][c:10]2[cH:11][c:12]1[O:13][CH3:14].[CH3:31][CH2:32][O:33][C:34](=[O:35])[CH3:36].[CH3:38][N:39]([CH3:40])[CH:41]=[O:42].[O:22]=[C:23]=[N:24][c:25]1[cH:26][cH:27][cH:28][cH:29][cH:30]1.[OH2:37]>>[CH3:1][O:2][c:3]1[cH:4][c:5]2[c:6]([S:15][c:16]3[cH:17][cH:18][c:19]([NH:21][C:23](=[O:22])[NH:24][c:25]4[cH:26][cH:27][cH:28][cH:29][cH:30]4)[s:20]3)[cH:7][cH:8][n:9][c:10]2[cH:11][c:12]1[O:13][CH3:14]. Reactants: ClC1=CC(=NC=2C3=C(C(=CC12)OC)C(C=C(O3)C(=O)O)=O)C(=O)O (7-Chloro-5-methoxy-4-oxo-4H-pyrano[3,2-h]-quinoline-2,9-dicarboxylic acid), C([O-])(O)=O.[Na+] (sodium bicarbonate), CC(=O)C (acetone). The solvent is O (water). Yields the product ClC1=CC(=NC=2C3=C(C(=CC12)OC)C(C=C(O3)C(=O)[O-])=O)C(=O)[O-].[Na+].[Na+] (Disodium 7-chloro-5-methoxy-4-oxo-4H-pyrano[3,2-h]-quinoline-2,9-dicarboxylate). The yield is 46.1%. As a reaction SMILES: [Cl:1][C:2]1[C:11]2[CH:10]=[C:9]([O:12][CH3:13])[C:8]3[C:14](=[O:21])[CH:15]=[C:16]([C:18]([OH:20])=[O:19])[O:17][C:7]=3[C:6]=2[N:5]=[C:4]([C:22]([OH:24])=[O:23])[CH:3]=1.C(=O)(O)[O-].[Na+:29].CC(C)=O>O>[Cl:1][C:2]1[C:11]2[CH:10]=[C:9]([O:12][CH3:13])[C:8]3[C:14](=[O:21])[CH:15]=[C:16]([C:18]([O-:20])=[O:19])[O:17][C:7]=3[C:6]=2[N:5]=[C:4]([C:22]([O-:24])=[O:23])[CH:3]=1.[Na+:29].[Na+:29] |f:1.2,5.6.7|. Reported procedure: The product of step (f) (0.7316 g) suspended in water was treated with sodium bicarbonate (0.45 g) and stirred until complete dissolution occurred. The solution was treated with pure acetone and cooled. The precipitated product was collected by filtration and dried under reduced pressure at 80° C. for four hours, affording (0.38 g) of the title compound. Starting materials: C(C)(=O)NC1=CC=C(C=N1)NC(=O)C=1N(C2=CC=C(C=C2C1)F)CC1=CC(=CC=C1)F (N-[6-(acetylamino)pyrid-3-yl]-5-fluoro-1-[(3-fluorophenyl)methyl]-1H-indole-2-carboxamide), C(C)(=O)Cl (acetyl chloride). Solvent: CO (methanol), C(=O)(O)[O-].[Na+] (NaHCO3), C(C)(=O)OCC (ethyl acetate). Conditions: temperature 0 celsius. The product is NC1=CC=C(C=N1)NC(=O)C=1N(C2=CC=C(C=C2C1)F)CC1=CC(=CC=C1)F (N-[6-Aminopyrid-3-yl]-5-fluoro-1-[(3-fluorophenyl)methyl]-1H-indole-2-carboxamide). Isolated yield 85.0%. As a reaction SMILES: C([NH:4][C:5]1[N:10]=[CH:9][C:8]([NH:11][C:12]([C:14]2[N:15]([CH2:24][C:25]3[CH:30]=[CH:29][CH:28]=[C:27]([F:31])[CH:26]=3)[C:16]3[C:21]([CH:22]=2)=[CH:20][C:19]([F:23])=[CH:18][CH:17]=3)=[O:13])=[CH:7][CH:6]=1)(=O)C.C(Cl)(=O)C>CO.C([O-])(O)=O.[Na+].C(OCC)(=O)C>[NH2:4][C:5]1[N:10]=[CH:9][C:8]([NH:11][C:12]([C:14]2[N:15]([CH2:24][C:25]3[CH:30]=[CH:29][CH:28]=[C:27]([F:31])[CH:26]=3)[C:16]3[C:21]([CH:22]=2)=[CH:20][C:19]([F:23])=[CH:18][CH:17]=3)=[O:13])=[CH:7][CH:6]=1 |f:3.4|. Procedure: To a suspension of 0.6 g (1.43 mmol) of N-[6-(acetylamino)pyrid-3-yl]-5-fluoro-1-[(3-fluorophenyl)methyl]-1H-indole-2-carboxamide, prepared according to the protocol described in step 4.1, in 9 mL of anhydrous methanol, stirred at 0° C. under an inert atmosphere, are added dropwise 2.03 mL (28.54 mmol) of acetyl chloride. The reaction mixture is stirred at 0° C. for 30 minutes and then gradually brought to 70° C. and stirred for 48 hours. The reaction mixture is concentrated to dryness. The resi... Starting materials: ClCC(=O)OC1=CC(=C(C=C1)C(C)C)C (3-methyl-4-isopropylphenyl chloroacetate), C(CCCCCCCCCCCCCCCCC)(=O)NCCCN(C)C (N-octadecanoyl-N′,N′-dimethyl-1,3-diaminopropane), ClCC(=O)[O-] (chloroacetate). Solvent: C(Cl)(Cl)Cl (chloroform). Reaction conditions: temperature 25 celsius, time 5 minute. Product: [Cl-].C[N+](CCCNC(CCCCCCCCCCCCCCCCC)=O)(CC(=O)OC1=CC(=C(C=C1)C(C)C)C)C (N,N-dimethyl-N-(3-methyl-4-isopropylphenyl)oxycarbonylmethyl-N-(3-(octadecanoylamino)propyl)ammonium chloride). Yield: 78.0%. RXN SMILES: [C:1]([NH:20][CH2:21][CH2:22][CH2:23][N:24]([CH3:26])[CH3:25])(=[O:19])[CH2:2][CH2:3][CH2:4][CH2:5][CH2:6][CH2:7][CH2:8][CH2:9][CH2:10][CH2:11][CH2:12][CH2:13][CH2:14][CH2:15][CH2:16][CH2:17][CH3:18].[Cl:27][CH2:28][C:29]([O:31][C:32]1[CH:37]=[CH:36][C:35]([CH:38]([CH3:40])[CH3:39])=[C:34]([CH3:41])[CH:33]=1)=[O:30].ClCC([O-])=O>C(Cl)(Cl)Cl>[Cl-:27].[CH3:26][N+:24]([CH3:25])([CH2:28][C:29]([O:31][C:32]1[CH:37]=[CH:36][C:35]([CH:38]([CH3:40])[CH3:39])=[C:34]([CH3:41])[CH:33]=1)=[O:30])[CH2:23][CH2:22][CH2:21][NH:20][C:1](=[O:19])[CH2:2][CH2:3][CH2:4][CH2:5][CH2:6][CH2:7][CH2:8][CH2:9][CH2:10][CH2:11][CH2:12][CH2:13][CH2:14][CH2:15][CH2:16][CH2:17][CH3:18] |f:4.5|. Procedure details: A 33.18 g (0.090 mol) portion of N-octadecanoyl-N′,N′-dimethyl-1,3-diaminopropane and 120 ml of chloroform were put into a flask, and 22.44 g (0.099 mol) of 3-methyl-4-isopropylphenyl chloroacetate was added thereto at 25° C. spending 5 minutes. The reaction mixture was stirred at 25° C. for 36 hours and then, after confirming disappearance of the most part of chloroacetate by 1H-NMR, the solvent was evaporated under a reduced pressure. The thus obtained viscous oil was dissolved in 300 ml of ac...